This data is from the Open Reaction Database (ORD), a public repository of structured organic reaction records. The task is: describe an organic reaction: reactants, conditions, products, and yield The reactants are C(C)OC(CC1=CC(=CC=C1)OC1=C(C=C(C=C1)C(F)(F)F)COS(=O)(=O)C)=O ([3-(2-Methanesulfonyloxymethyl-4-trifluoromethyl-phenoxy)-phenyl]-acetic acid ethyl ester), [N-]=[N+]=[N-].[Na+] (sodium azide). The solvent is CN(C)C=O (DMF). Reaction conditions: temperature 80 celsius, time 1 hour. The product is C(C)OC(CC1=CC(=CC=C1)OC1=C(C=C(C=C1)C(F)(F)F)CN=[N+]=[N-])=O ([3-(2-Azidomethyl-4-trifluoromethyl-phenoxy)-phenyl]-acetic acid ethyl ester). RXN SMILES: [CH2:1]([O:3][C:4](=[O:29])[CH2:5][C:6]1[CH:11]=[CH:10][CH:9]=[C:8]([O:12][C:13]2[CH:18]=[CH:17][C:16]([C:19]([F:22])([F:21])[F:20])=[CH:15][C:14]=2[CH2:23]OS(C)(=O)=O)[CH:7]=1)[CH3:2].[N-:30]=[N+:31]=[N-:32].[Na+]>CN(C=O)C>[CH2:1]([O:3][C:4](=[O:29])[CH2:5][C:6]1[CH:11]=[CH:10][CH:9]=[C:8]([O:12][C:13]2[CH:18]=[CH:17][C:16]([C:19]([F:22])([F:21])[F:20])=[CH:15][C:14]=2[CH2:23][N:30]=[N+:31]=[N-:32])[CH:7]=1)[CH3:2] |f:1.2|. Procedure: [3-(2-Methanesulfonyloxymethyl-4-trifluoromethyl-phenoxy)-phenyl]-acetic acid ethyl ester (1.0 mmol) and sodium azide (0.195 g, 3.0 mmol) were combined in DMF (10 mL) and stirred at 80° C. for 1 hour. Once no starting material was seen by analytical LCMS, the mixture was cooled to room temperature and partitioned between EtOAc and H2O. The aqueous layer was separated and extracted twice with EtOAc, and the combined organic layers were washed three times with H2O, and then dried and concentrated.... The reactants are ClC1=C(C(=CC=C1)Cl)S(=O)(=O)OC1=CC(=C(C=C1)N)[N+](=O)[O-] (4-amino-3-nitrophenyl 2,6-dichlorobenzenesulfonate). Reagents/catalysts: [Fe] (iron). Run in CO (methanol), C(C)(=O)O (acetic acid). The product is ClC1=C(C(=CC=C1)Cl)S(=O)(=O)OC1=CC(=C(C=C1)N)N (3,4-diaminophenyl 2,6-dichlorobenzenesulfonate). The yield is 49.0%. RXN SMILES: [Cl:1][C:2]1[CH:7]=[CH:6][CH:5]=[C:4]([Cl:8])[C:3]=1[S:9]([O:12][C:13]1[CH:18]=[CH:17][C:16]([NH2:19])=[C:15]([N+:20]([O-])=O)[CH:14]=1)(=[O:11])=[O:10]>CO.C(O)(=O)C.[Fe]>[Cl:1][C:2]1[CH:7]=[CH:6][CH:5]=[C:4]([Cl:8])[C:3]=1[S:9]([O:12][C:13]1[CH:18]=[CH:17][C:16]([NH2:19])=[C:15]([NH2:20])[CH:14]=1)(=[O:11])=[O:10]. Procedure details: To a solution of 2 g of 4-amino-3-nitrophenyl 2,6-dichlorobenzenesulfonate in 85 cm3 of methanol and 33 cm3 of pure acetic acid are added 2.25 g of iron powder. The reaction medium is refluxed for three hours. The insoluble material is filtered off and washed with three times 10 cm3 of preheated methanol. The filtrate is evaporated to dryness under reduced pressure (2 kPa) at a bath temperature of 50° C. The residue is taken up in 50 cm3 of water and then brought to pH 8-9 with sodium hydrogen c... The reactants are ClC1=C(C(=O)OC(C(=O)OCC)(C)C)C=C(C(=C1)F)NC(CC(=CC)NC(=O)OCC)=O (ethyl 2-{2-chloro-4-fluoro-5-[3-(ethoxycarbonyl)amino-pent-3-enoyl]amino-benzoyloxy}-2-methylpropionate), [Na] (sodium), Cl (hydrochloric acid). The solvent is OC(C(=O)OCC)(C)C (ethyl α-hydroxyisobutyrate). Run at temperature 120 celsius, time 4 hour. Product: ClC1=C(C(=O)OC(C(=O)OCC)(C)C)C=C(C(=C1)F)N1C(NC(=CC1=O)CC)=O (ethyl 2-{2-chloro-4-fluoro-5-[3,6-dihydro-2,6-dioxo-4-ethyl-1(2H)-pyrimidinyl]-benzoyloxy}-2-methylpropionate). RXN SMILES: [Na].[Cl:2][C:3]1[CH:19]=[C:18]([F:20])[C:17]([NH:21][C:22](=[O:33])[CH2:23][C:24]([NH:27][C:28](OCC)=[O:29])=[CH:25][CH3:26])=[CH:16][C:4]=1[C:5]([O:7][C:8]([CH3:15])([CH3:14])[C:9]([O:11][CH2:12][CH3:13])=[O:10])=[O:6].Cl>OC(C)(C)C(OCC)=O>[Cl:2][C:3]1[CH:19]=[C:18]([F:20])[C:17]([N:21]2[C:22](=[O:33])[CH:23]=[C:24]([CH2:25][CH3:26])[NH:27][C:28]2=[O:29])=[CH:16][C:4]=1[C:5]([O:7][C:8]([CH3:14])([CH3:15])[C:9]([O:11][CH2:12][CH3:13])=[O:10])=[O:6] |^1:0|. Procedure details: 0.6 g of sodium is dissolved completely in 50 ml of ethyl α-hydroxyisobutyrate. This solution is combined with the crude ethyl 2-{2-chloro-4-fluoro-5-[3-(ethoxycarbonyl)amino-pent-3-enoyl]amino-benzoyloxy}-2-methylpropionate and stirred at 120° C. for 4 hours. After cooling,this reaction mixture is introduced into 100 ml of 1N hydrochloric acid at 0° C. The mixture is extracted twice with 150 ml of ethyl acetate each time, back-washed twice with 200 ml of water each time, dried over anhydrous ma... The reactants are CS(=O)(=O)C1=CC=C(C=C1)C1=CC=C(C=N1)O (6-[4-(methylsulfonyl)phenyl]-3-pyridinol), CS(=O)(=O)OC(C)C1CCN(CC1)C1=NC(=NO1)C(C)C ((±)-1-{1-[3-(1-methylethyl)-1,2,4-oxadiazol-5-yl]-4-piperidinyl}ethyl methanesulfonate), C(=O)([O-])[O-].[K+].[K+] (K2CO3). The solvent is CN(C)C=O (DMF). Product: CC(C)C1=NOC(=N1)N1CCC(CC1)C(C)OC=1C=CC(=NC1)C1=CC=C(C=C1)S(=O)(=O)C ((±)-5-[(1-{1-[3-(1-Methylethyl)-1,2,4-oxadiazol-5-yl]-4-piperidinyl}ethyl)oxy]-2-[4-(methylsulfonyl)phenyl]pyridine). Reaction SMILES: [CH3:1][S:2]([C:5]1[CH:10]=[CH:9][C:8]([C:11]2[N:16]=[CH:15][C:14]([OH:17])=[CH:13][CH:12]=2)=[CH:7][CH:6]=1)(=[O:4])=[O:3].CS(O[CH:23]([CH:25]1[CH2:30][CH2:29][N:28]([C:31]2[O:35][N:34]=[C:33]([CH:36]([CH3:38])[CH3:37])[N:32]=2)[CH2:27][CH2:26]1)[CH3:24])(=O)=O.C([O-])([O-])=O.[K+].[K+]>CN(C=O)C>[CH3:38][CH:36]([C:33]1[N:32]=[C:31]([N:28]2[CH2:27][CH2:26][CH:25]([CH:23]([O:17][C:14]3[CH:13]=[CH:12][C:11]([C:8]4[CH:7]=[CH:6][C:5]([S:2]([CH3:1])(=[O:4])=[O:3])=[CH:10][CH:9]=4)=[N:16][CH:15]=3)[CH3:24])[CH2:30][CH2:29]2)[O:35][N:34]=1)[CH3:37] |f:2.3.4|. Procedure details: The title compound (0.295 g, 54%) was prepared as a white foam from 6-[4-(methylsulfonyl)phenyl]-3-pyridinol (0.29 g, 1.16 mmol), (±)-1-{1-[3-(1-methylethyl)-1,2,4-oxadiazol-5-yl]-4-piperidinyl}ethyl methanesulfonate (0.53 g, crude), K2CO3 (0.32 g, 2.32 mmol) in DMF (10 mL) in a manner similar to Example 139, Step 3. The crude material was purified by chromatography on a silica gel column eluted with 1:7 acetone/CH2Cl2 to give the title compound as a white foam. 1H NMR (400 MHz, CDCl3): δ 8.38 (... Starting materials: Brc1cccc(Br)n1, C1CCOC1, [Li]CCCC, CN(C)C=O. The product is O=Cc1cccc(Br)n1. Reaction SMILES: [Br:1][c:2]1[n:3][c:4]([Br:8])[cH:5][cH:6][cH:7]1.[CH2:19]1[O:20][CH2:21][CH2:22][CH2:23]1.[CH3:9][CH2:10][CH2:11][CH2:12][Li:13].[O:14]=[CH:15][N:16]([CH3:17])[CH3:18]>>[c:2]1([CH:15]=[O:14])[n:3][c:4]([Br:8])[cH:5][cH:6][cH:7]1. Starting materials: ClC1=NC=CC=C1C(=O)NC=1C(=NC=CC1C)OC (2-Chloro-N-(2-methoxy-4-methyl-3-pyridinyl)-3-pyridinecarboxamide), C1(CC1)N (cyclopropylamine). Conditions: temperature 110 celsius. The product is C1(CC1)NC1=NC=CC=C1C(=O)NC=1C(=NC=CC1C)OC (2-(Cyclopropylamino)-N-(2-methoxy-4-methyl-3-pyridinyl)-3-pyridinecarboxamide). Yield: 86.0%. As a reaction SMILES: Cl[C:2]1[C:7]([C:8]([NH:10][C:11]2[C:12]([O:18][CH3:19])=[N:13][CH:14]=[CH:15][C:16]=2[CH3:17])=[O:9])=[CH:6][CH:5]=[CH:4][N:3]=1.[CH:20]1([NH2:23])[CH2:22][CH2:21]1>>[CH:20]1([NH:23][C:2]2[C:7]([C:8]([NH:10][C:11]3[C:12]([O:18][CH3:19])=[N:13][CH:14]=[CH:15][C:16]=3[CH3:17])=[O:9])=[CH:6][CH:5]=[CH:4][N:3]=2)[CH2:22][CH2:21]1. Reported procedure: 2-Chloro-N-(2-methoxy-4-methyl-3-pyridinyl)-3-pyridinecarboxamide (0.55 g, 2 mmol) was placed in a sealed tube containing cyclopropylamine (0.5 mL, 7 mmol) and heated to 110° C. overnight. Removal of the cyclopropylamine by rotary evaporation followed by flash chromatography of the residue on silica gel (1:1 EtOAc:hexanes) gave the desired compound in 86% yield (0.51 g). m.p.: 151°-152° C. (Recrystallized from heptane). Reaction conditions: time 16 hour. Reported procedure: BF3.Et2O (934 mg, 6.23 mmol) was added drop-wise at 20° C. to a stirred solution of 1-methylcyclopentanol (520 mg, 5.19 mmol) and trimethylsilyl azide (716 mg, 6.23 mmol) in 6 mL of toluene. Then the solution was stirred at room temperature for 16 hours. The organic phase was washed with a 10% solution of NaHCO3 (10 mL), water (5 mL) and brine (5 mL), and dried over anhydrous sodium sulfate. The drying agent was removed by filtration and the solvent was evaporated at 35° C. under reduced pressur... Product: N(=[N+]=[N-])C1(CCCC1)C (1-azido-1-methylcyclopentane). Reactants: B(F)(F)F.CCOCC (BF3.Et2O), CC1(CCCC1)O (1-methylcyclopentanol), C[Si](C)(C)N=[N+]=[N-] (trimethylsilyl azide). Yield: 110.8%. The solvent is C1(=CC=CC=C1)C (toluene). Reaction SMILES: B(F)(F)F.CCOCC.[CH3:10][C:11]1(O)[CH2:15][CH2:14][CH2:13][CH2:12]1.C[Si]([N:21]=[N+:22]=[N-:23])(C)C>C1(C)C=CC=CC=1>[N:21]([C:11]1([CH3:10])[CH2:15][CH2:14][CH2:13][CH2:12]1)=[N+:22]=[N-:23] |f:0.1|.